Dataset: the Open Reaction Database (ORD), a public repository of structured organic reaction records. Task: describe an organic reaction: reactants, conditions, products, and yield The reactants are CN1C(CN(CC1)C1=C(C=C(C=C1)[N+](=O)[O-])F)C (1,2-Dimethyl-4-(2-fluoro-4-nitrophenyl)piperazine). The reagents and catalysts are [Pd] (palladium on carbon). Solvent: C(C)O (ethanol), C(C)O (ethanol). Run at time 18 hour. Yields the product NC1=CC(=C(C=C1)N1CC(N(CC1)C)C)F (4-(4-Amino-2-fluorophenyl)-1,2-dimethylpiperazine). Reaction SMILES: [CH3:1][N:2]1[CH2:7][CH2:6][N:5]([C:8]2[CH:13]=[CH:12][C:11]([N+:14]([O-])=O)=[CH:10][C:9]=2[F:17])[CH2:4][CH:3]1[CH3:18]>[Pd].C(O)C>[NH2:14][C:11]1[CH:12]=[CH:13][C:8]([N:5]2[CH2:6][CH2:7][N:2]([CH3:1])[CH:3]([CH3:18])[CH2:4]2)=[C:9]([F:17])[CH:10]=1. Procedure details: Absolute ethanol (2 mL) was added to a two-necked round-bottomed flask containing palladium on carbon (0.09 g, 0.42 mmol). The reaction vessel was evacuated and purged with nitrogen three times. 1,2-Dimethyl-4-(2-fluoro-4-nitrophenyl)piperazine (1.06 g, 4.2 mmol) in absolute ethanol (10 mL) was added and the vessel purged thrice more with nitrogen. After purging thrice with hydrogen, the reaction was left to stir under a hydrogen atmosphere at room temperature for 18 h. The reaction mixture was ... Reactants: OC1=CC=C(C=C1)C(=O)C1=CC=CC=C1 ((4-hydroxyphenyl)(phenyl)methanone), C(C)OC(C[Si](C)(C)C)=O (Ethyl(trimethylsilyl)acetate), C[Si](C)(C)N[Si](C)(C)C (HMDS), [Li]CCCC (n-BuLi). The solvent is C1CCOC1 (THF), C1CCOC1 (THF). Conditions: time 45 minute. Yields the product OC1=CC=C(C=C1)\C(=C/C(=O)OCC)\C1=CC=CC=C1 (Ethyl (2Z)-3-(4-hydroxyphenyl)-3-phenylprop-2-enoate). Isolated yield 55.9%. As a reaction SMILES: C[Si](N[Si](C)(C)C)(C)C.[Li]CCCC.[OH:15][C:16]1[CH:21]=[CH:20][C:19]([C:22]([C:24]2[CH:29]=[CH:28][CH:27]=[CH:26][CH:25]=2)=O)=[CH:18][CH:17]=1.[CH2:30]([O:32][C:33](=[O:39])[CH2:34][Si](C)(C)C)[CH3:31]>C1COCC1>[OH:15][C:16]1[CH:21]=[CH:20][C:19](/[C:22](/[C:24]2[CH:29]=[CH:28][CH:27]=[CH:26][CH:25]=2)=[CH:34]\[C:33]([O:32][CH2:30][CH3:31])=[O:39])=[CH:18][CH:17]=1. Procedure details: To a solution of HMDS (21.17 g, 131.1 mmol) in THF (200 mL) was cooled to −40° C. Then it was added with n-BuLi (56.7 mL, 136.22 mmol) and stirred at same temperature for 45 min. After that (4-hydroxyphenyl)(phenyl)methanone (2 g, 10 mmol) in THF was added slowly over a period of 10 min and stirred at −40° C. to −30° C. for one hour. Then Ethyl(trimethylsilyl)acetate (2.42 g, 15.1 mmol) was added drop wise and stirred at 0° C. to 15° C. for completion of starting material (4 h). After reaction c... The reactants are ice water, C1(=CC=CC=C1)C(O)C1=NC=CC=C1 (phenyl-2-pyridylmethanol), OC1CCN(CC1)CCCOC1=C(C=CC=C1)[N+](=O)[O-] (4-hydroxy-1-[3-(2-nitrophenoxy)propyl]piperidine), S(O)(O)(=O)=O (sulfuric acid), [OH-].[Na+] (sodium hydroxide). Run in C1(=CC=CC=C1)C (toluene). Conditions: temperature 120 celsius, time 4 hour. Yields the product C1(=CC=CC=C1)C(OC1CCN(CC1)CCCOC1=C(C=CC=C1)[N+](=O)[O-])C1=NC=CC=C1 (4-(phenyl-2-pyridylmethoxy)-1-[3-(2-nitrophenoxy)propyl]piperidine). Isolated yield 29.3%. As a reaction SMILES: [C:1]1([CH:7]([C:9]2[CH:14]=[CH:13][CH:12]=[CH:11][N:10]=2)[OH:8])[CH:6]=[CH:5][CH:4]=[CH:3][CH:2]=1.O[CH:16]1[CH2:21][CH2:20][N:19]([CH2:22][CH2:23][CH2:24][O:25][C:26]2[CH:31]=[CH:30][CH:29]=[CH:28][C:27]=2[N+:32]([O-:34])=[O:33])[CH2:18][CH2:17]1.S(=O)(=O)(O)O.[OH-].[Na+]>C1(C)C=CC=CC=1>[C:1]1([CH:7]([C:9]2[CH:14]=[CH:13][CH:12]=[CH:11][N:10]=2)[O:8][CH:16]2[CH2:17][CH2:18][N:19]([CH2:22][CH2:23][CH2:24][O:25][C:26]3[CH:31]=[CH:30][CH:29]=[CH:28][C:27]=3[N+:32]([O-:34])=[O:33])[CH2:20][CH2:21]2)[CH:2]=[CH:3][CH:4]=[CH:5][CH:6]=1 |f:3.4|. Procedure: There was stirred at 120° C. for 4 hours a mixture of 6.74 g of phenyl-2-pyridylmethanol, 7.85 g of 4-hydroxy-1-[3-(2-nitrophenoxy)propyl]piperidine, 11.0 g of concentrated sulfuric acid and 15 ml of toluene. After cooling, the reaction solution was poured into ice water, made alkaline with an aqueous sodium hydroxide, and extracted with toluene. The extract was washed with water, and toluene was removed under reduced pressure. The residue was eluted with ethyl acetate-ethanol-dichloromethane (1... Reactants: C(#N)C=1C=CC2=C(CN([C@@H](CN2CCS)CC2=CC=CC=C2)S(=O)(=O)CCC)C1 ((R)-7-Cyano-2,3,4,5-tetrahydro-1-(2-mercaptoethyl)-3-(phenylmethyl)-4-(propylsulfonyl)-1H-1,4-benzodiazepine), [N-]=[N+]=[N-].[Na+] (sodium azide). Solvent: CN(C)C=O (DMF), O (water). Reaction conditions: temperature 70 celsius, time 8 hour. The product is N(=[N+]=[N-])CCN1C[C@H](N(CC2=C1C=CC(=C2)C#N)S(=O)(=O)CCC)CC2=CC=CC=C2 ((R)-1-(2-Azidoethyl)-7-cyano-2,3,4,5-tetrahydro-3-(phenylmethyl)-4-(propylsulfonyl)-1H-1,4-benzodiazepine). Reaction SMILES: [C:1]([C:3]1[CH:4]=[CH:5][C:6]2[N:12]([CH2:13][CH2:14]S)[CH2:11][C@@H:10]([CH2:16][C:17]3[CH:22]=[CH:21][CH:20]=[CH:19][CH:18]=3)[N:9]([S:23]([CH2:26][CH2:27][CH3:28])(=[O:25])=[O:24])[CH2:8][C:7]=2[CH:29]=1)#[N:2].[N-:30]=[N+:31]=[N-:32].[Na+]>CN(C=O)C.O>[N:30]([CH2:14][CH2:13][N:12]1[C:6]2[CH:5]=[CH:4][C:3]([C:1]#[N:2])=[CH:29][C:7]=2[CH2:8][N:9]([S:23]([CH2:26][CH2:27][CH3:28])(=[O:24])=[O:25])[C@H:10]([CH2:16][C:17]2[CH:22]=[CH:21][CH:20]=[CH:19][CH:18]=2)[CH2:11]1)=[N+:31]=[N-:32] |f:1.2|. Reported procedure: A mixture of Compound B of Example 27 (95.2 mg, 0.2 mmol) and sodium azide (15 mg, 0.23 mmol) in DMF (0.5 mL) was stirred at 70° C. overnight. The mixture was cooled to rt and diluted with water. The solid was collected, washed with water and dried to afford the title compound, 83 mg (95%) LC/MS: m/e (M+H)+=439. Isolated yield 69.8%. The solvent is O (water). Product: C(C)(C)(C)C1=NCC(CN1)O (2-tert-butyl-5-hydroxy-3,4,5,6-tetrahydropyrimidine). Starting materials: Cl.C(C)(C)(C)C1=NCC(CN1)O (2-tert-butyl-5-hydroxy-3,4,5,6-tetrahydropyrimidine hydrochloride), [OH-].[Na+] (sodium hydroxide). Procedure details: 57.7 g (0.3 mol) of 2-tert-butyl-5-hydroxy-3,4,5,6-tetrahydropyrimidine hydrochloride are dissolved in 100 ml of water and 20 ml of 45 percent strength sodium hydroxide solution are added. The precipitated product is filtered off with suction. 32.7 g (70% of theory) of 2-tert-butyl-5-hydroxy-3,4,5,6-tetrahydropyrimidine are thus obtained in the form of colorless crystals having melting point 210° C. RXN SMILES: Cl.[C:2]([C:6]1[NH:11][CH2:10][CH:9]([OH:12])[CH2:8][N:7]=1)([CH3:5])([CH3:4])[CH3:3].[OH-].[Na+]>O>[C:2]([C:6]1[NH:11][CH2:10][CH:9]([OH:12])[CH2:8][N:7]=1)([CH3:5])([CH3:3])[CH3:4] |f:0.1,2.3|. Starting materials: ClC1=CC=C(C=[N+]1[O-])CN1CCCCC1 (1-[(6-chloro-1-oxidopyridin-3-yl)methyl]piperidine), O=C1NC2=CC(=CC=C2C1)C#N (2-oxoindoline-6-carbonitrile), C[Si](C)(C)[N-][Si](C)(C)C.[Na+] (sodium bis(trimethylsilyl)amide). Yields the product Cl.OC=1NC2=CC(=CC=C2C1C1=NC=C(C=C1)CN1CCCCC1)C#N (2-Hydroxy-3-[5-(piperidin-1-ylmethyl)pyridin-2-yl]-1H-indole-6-carbonitrile hydrochloride). Reaction SMILES: [Cl:1][C:2]1[N+:7]([O-])=[CH:6][C:5]([CH2:9][N:10]2[CH2:15][CH2:14][CH2:13][CH2:12][CH2:11]2)=[CH:4][CH:3]=1.[O:16]=[C:17]1[CH2:25][C:24]2[C:19](=[CH:20][C:21]([C:26]#[N:27])=[CH:22][CH:23]=2)[NH:18]1.C[Si]([N-][Si](C)(C)C)(C)C.[Na+]>>[ClH:1].[OH:16][C:17]1[NH:18][C:19]2[C:24]([C:25]=1[C:2]1[CH:3]=[CH:4][C:5]([CH2:9][N:10]3[CH2:15][CH2:14][CH2:13][CH2:12][CH2:11]3)=[CH:6][N:7]=1)=[CH:23][CH:22]=[C:21]([C:26]#[N:27])[CH:20]=2 |f:2.3,4.5|. Procedure: The title compound was prepared as described for Example 117. Starting material: 1-[(6-chloro-1-oxidopyridin-3-yl)methyl]piperidine (0.136 g, 0.60 mmol) and 2-oxoindoline-6-carbonitrile (0.100 g, 0.63 mmol) and sodium bis(trimethylsilyl)amide (1.4 mL, 1.4 mmol). Yield: 0.031 g, 12%: 1H NMR D2O, 400 MHz) δ 8.01 (d, J=2 Hz, 1H), 7.75 (dd, J=9, 2 Hz, 1H), 7.28 (d, J=9 Hz, 1H), 7.06 (m, 2H), 6.92 (s, 1H), 4.19 (s, 2H), 3.53 (m, 2H), 2.98 (m, 2H), 1.94 (s, 2H), 1.82 (m, 1H), 1.70 (m, 2H), 1.46 (m, 1H...